This data is from the Open Reaction Database (ORD), a public repository of structured organic reaction records. The task is: describe an organic reaction: reactants, conditions, products, and yield Starting materials: CC([O-])C.[Ti+4].CC([O-])C.CC([O-])C.CC([O-])C (titanium (IV) isopropoxide), C(C=C)(=O)O (acrylic acid). Product: C(C=C)(=O)[O-].C(C=C)(=O)[O-].C(C)(C)O[Ti+2]OC(C)C (Di-iso-propoxytitanium diacrylate). Reaction SMILES: [CH3:1][CH:2]([CH3:4])[O-:3].[Ti+4:5].[CH3:6][CH:7]([CH3:9])[O-:8].CC(C)[O-].CC(C)[O-].[C:18]([OH:22])(=[O:21])[CH:19]=[CH2:20]>>[C:18]([O-:22])(=[O:21])[CH:19]=[CH2:20].[C:18]([O-:22])(=[O:21])[CH:19]=[CH2:20].[CH:2]([O:3][Ti+2:5][O:8][CH:7]([CH3:9])[CH3:6])([CH3:4])[CH3:1] |f:0.1.2.3.4,6.7.8|. Reported procedure: To ice cold tetra-iso-propyltitanate (titanium (IV) isopropoxide) (9.55 g; 0.033M) in a distillation flask, acrylic acid (4.8 g; 0.066M) was added. The mixture was subjected to vacuum distillation ca. 1 mm Hg (133 Pa) at 37° C. on a rotary evaporator to remove iso-propanol ca. 4.4 g. The product is the distillation flask was 10.1 g (97% of theory) of a yellow liquid. The results of NMR spectral analysis are summarised in Table S3 below. It was not possible to obtain useful IR spectra because the... Reactants: S1C2=C(C=C1C(=O)O)C=CC=C2 (benzo[b]thiophene-2-carboxylic acid), NC=1C=CC(=C(C#N)C1)N1CCC(CC1)CCO (5-amino-2-[4-(2-hydroxyethyl)piperidin-1-yl]benzonitrile). Product: C(#N)C=1C=C(C=CC1N1CCC(CC1)CCO)NC(=O)C1=CC2=C(S1)C=CC=C2 (N-[3-cyano-4-(4-(2-hydroxyethyl)piperidin-1-yl)phenyl]benzo[b]thiophene-2-carboxamide). The yield is 34.6%. As a reaction SMILES: [S:1]1[C:5]([C:6]([OH:8])=O)=[CH:4][C:3]2[CH:9]=[CH:10][CH:11]=[CH:12][C:2]1=2.[NH2:13][C:14]1[CH:15]=[CH:16][C:17]([N:22]2[CH2:27][CH2:26][CH:25]([CH2:28][CH2:29][OH:30])[CH2:24][CH2:23]2)=[C:18]([CH:21]=1)[C:19]#[N:20]>>[C:19]([C:18]1[CH:21]=[C:14]([NH:13][C:6]([C:5]2[S:1][C:2]3[CH:12]=[CH:11][CH:10]=[CH:9][C:3]=3[CH:4]=2)=[O:8])[CH:15]=[CH:16][C:17]=1[N:22]1[CH2:27][CH2:26][CH:25]([CH2:28][CH2:29][OH:30])[CH2:24][CH2:23]1)#[N:20]. Procedure details: By the reaction and treatment in the same manner as in Example 6 using benzo[b]thiophene-2-carboxylic acid (1.5 g) and 5-amino-2-[4-(2-hydroxyethyl)piperidin-1-yl]benzonitrile (1.4 g), the title compound (0.8 g) was obtained. melting point: 218° C. Reactants: Brc1cccc2ccoc12, C1CCOC1, [Li]CCCC, CC(C)NC(C)C, [Cl-], C[Si](C)(C)Cl, Cl, [NH4+]. Yields the product C[Si](C)(C)c1cc2cccc(Br)c2o1. RXN SMILES: [Br:18][c:19]1[cH:20][cH:21][cH:22][c:23]2[cH:24][cH:25][o:26][c:27]12.[CH2:30]1[O:31][CH2:32][CH2:33][CH2:34]1.[CH3:8][CH2:9][CH2:10][CH2:11][Li:12].[CH:1]([NH:2][CH:3]([CH3:4])[CH3:5])([CH3:6])[CH3:7].[Cl-:28].[Cl:13][Si:14]([CH3:15])([CH3:16])[CH3:17].[ClH:35].[NH4+:29]>>[Si:14]([CH3:15])([CH3:16])([CH3:17])[c:25]1[cH:24][c:23]2[cH:22][cH:21][cH:20][c:19]([Br:18])[c:27]2[o:26]1. Reactants: C(C)OC([C@@H](NC(C(C)(C)NC(=O)OC(C)(C)C)=O)CC1=CC=C(C=C1)O)=O (N-[2-(t-butoxycarbonylamino)-2-methyl-1-oxopropyl]-L-tyrosine ethyl ester), Cl (hydrochloric acid). The solvent is C(C)(=O)OCC (ethyl acetate), CO (methanol). The product is Cl.C(C)OC([C@@H](NC(C(C)(C)N)=O)CC1=CC=C(C=C1)O)=O (N-(2-amino-2-methyl-1-oxopropyl)-L-tyrosine ethyl ester monohydrochloride). As a reaction SMILES: [CH2:1]([O:3][C:4](=[O:28])[C@H:5]([CH2:20][C:21]1[CH:26]=[CH:25][C:24]([OH:27])=[CH:23][CH:22]=1)[NH:6][C:7](=[O:19])[C:8]([NH:11]C(OC(C)(C)C)=O)([CH3:10])[CH3:9])[CH3:2].[ClH:29]>C(OCC)(=O)C.CO>[ClH:29].[CH2:1]([O:3][C:4](=[O:28])[C@H:5]([CH2:20][C:21]1[CH:22]=[CH:23][C:24]([OH:27])=[CH:25][CH:26]=1)[NH:6][C:7](=[O:19])[C:8]([NH2:11])([CH3:10])[CH3:9])[CH3:2] |f:4.5|. Procedure: Into a stirred solution of N-[2-(t-butoxycarbonylamino)-2-methyl-1-oxopropyl]-L-tyrosine ethyl ester (1.46 g, 3.70 mmol) in ethyl acetate (50 mL) and methanol (10 mL) is bubbled hydrochloric acid gas for 10 minutes. The solvent is removed to give N-(2-amino-2-methyl-1-oxopropyl)-L-tyrosine ethyl ester monohydrochloride as a white foam which is used without any further purification. Starting materials: CSc1nc(Cl)cc(-c2cccc(C(F)(F)F)c2)n1, [H-], [Na+], C1CCOC1, OCc1ccccc1. Yields the product CSc1nc(OCc2ccccc2)cc(-c2cccc(C(F)(F)F)c2)n1. Reaction SMILES: [Cl:11][c:12]1[n:13][c:14]([S:28][CH3:29])[n:15][c:16](-[c:18]2[cH:19][c:20]([C:24]([F:25])([F:26])[F:27])[cH:21][cH:22][cH:23]2)[cH:17]1.[H-:1].[Na+:2].[O:30]1[CH2:31][CH2:32][CH2:33][CH2:34]1.[OH:3][CH2:4][c:5]1[cH:6][cH:7][cH:8][cH:9][cH:10]1>>[O:3]([CH2:4][c:5]1[cH:6][cH:7][cH:8][cH:9][cH:10]1)[c:12]1[n:13][c:14]([S:28][CH3:29])[n:15][c:16](-[c:18]2[cH:19][c:20]([C:24]([F:25])([F:26])[F:27])[cH:21][cH:22][cH:23]2)[cH:17]1. Starting materials: C1(=CC=CC=C1)C (toluene), ClC=1C=C(C=CC1)[C@H](CO)OC1OCCCC1 ((R)-2-(3-chlorophenyl)-2-(3,4,5,6-tetrahydro-[2H]-pyran-2-yloxy)ethanol), C1(=CC=C(C=C1)S(=O)(=O)Cl)C (p-toluenesulfonyl chloride). The solvent is C(C)N(CC)CC (triethylamine). The product is C1(=CC=C(C=C1)S(=O)(=O)OC[C@H](O[C@@H]1OCCCC1)C1=CC(=CC=C1)Cl)C ((R,S)-2-(3-Chlorophenyl)-2-(3,4,5,6-tetrahydro-[2H]-pyran-2-yloxy)ethyl p-Toluenesulfonate). RXN SMILES: C1(C)C=CC=CC=1.[Cl:8][C:9]1[CH:10]=[C:11]([C@@H:15]([O:18][CH:19]2[CH2:24][CH2:23][CH2:22][CH2:21][O:20]2)[CH2:16][OH:17])[CH:12]=[CH:13][CH:14]=1.[C:25]1([CH3:35])[CH:30]=[CH:29][C:28]([S:31](Cl)(=[O:33])=[O:32])=[CH:27][CH:26]=1>C(N(CC)CC)C>[C:25]1([CH3:35])[CH:30]=[CH:29][C:28]([S:31]([O:17][CH2:16][C@@H:15]([C:11]2[CH:12]=[CH:13][CH:14]=[C:9]([Cl:8])[CH:10]=2)[O:18][C@H:19]2[CH2:24][CH2:23][CH2:22][CH2:21][O:20]2)(=[O:33])=[O:32])=[CH:27][CH:26]=1. Procedure details: Into toluene (20 ml) were added (R)-2-(3-chlorophenyl)-2-(3,4,5,6-tetrahydro-[2H]-pyran-2-yloxy)ethanol obtained in 3) above (6.0 g) and triethylamine (4.7 g) and further, under ice-cooling and dropwise, p-toluenesulfonyl chloride (4.9 g), and the resulting mixture was stirred at the same temperature for 1 hour. The reaction mixture was washed with water and the organic layer was further washed with a saturated aqueous sodium chloride solution and dried with anhydrous magnesium sulfate. The desi... Starting materials: Nc1cc(F)c(Cl)cc1Br, CCOC(C)=O, [I-], [K+], O=N[O-], [Na+], O, O=S(=O)(O)O. Yields the product Fc1cc(I)c(Br)cc1Cl. As a reaction SMILES: [Br:1][c:2]1[c:3]([NH2:10])[cH:4][c:5]([F:9])[c:6]([Cl:8])[cH:7]1.[CH2:17]([O:18][C:19](=[O:20])[CH3:21])[CH3:22].[I-:16].[K+:15].[N:11]([O-:12])=[O:13].[Na+:14].[OH2:23].[S:24](=[O:25])(=[O:26])([OH:27])[OH:28]>>[Br:1][c:2]1[c:3]([I:16])[cH:4][c:5]([F:9])[c:6]([Cl:8])[cH:7]1. The reactants are C(C)OC(=O)C=1C(=C2N(N=CC(=C2Cl)C#N)C1)C (4-Chloro-3-cyano-5-methyl-pyrrolo[1,2-b]pyridazine-6-carboxylic acid ethyl ester), C1(=CC=CC=C1)CC#N.NC1=CC=C(C=C1)O ((4-Amino-phenol)-phenyl-acetonitrile). Run in CN(C)C=O (DMF). Yields the product C(C)OC(=O)C=1C(=C2N(N=CC(=C2NC2=CC=C(C=C2)C(C2=CC=CC=C2)C#N)C#N)C1)C (3-Cyano-4-[4-(cyano-phenyl-methyl)-phenylamino]-5-methyl-pyrrolo[1,2-b]pyridazine-6-carboxylic acid ethyl ester). As a reaction SMILES: [CH2:1]([O:3][C:4]([C:6]1[C:7]([CH3:18])=[C:8]2[C:13](Cl)=[C:12]([C:15]#[N:16])[CH:11]=[N:10][N:9]2[CH:17]=1)=[O:5])[CH3:2].[C:19]1([CH2:25][C:26]#[N:27])[CH:24]=[CH:23][CH:22]=[CH:21][CH:20]=1.[NH2:28][C:29]1[CH:34]=[CH:33][C:32](O)=[CH:31][CH:30]=1>CN(C=O)C>[CH2:1]([O:3][C:4]([C:6]1[C:7]([CH3:18])=[C:8]2[C:13]([NH:28][C:29]3[CH:34]=[CH:33][C:32]([CH:25]([C:26]#[N:27])[C:19]4[CH:24]=[CH:23][CH:22]=[CH:21][CH:20]=4)=[CH:31][CH:30]=3)=[C:12]([C:15]#[N:16])[CH:11]=[N:10][N:9]2[CH:17]=1)=[O:5])[CH3:2] |f:1.2|. Procedure details: 4-Chloro-3-cyano-5-methyl-pyrrolo[1,2-b]pyridazine-6-carboxylic acid ethyl ester (5 mg, 0.019 mmol) and (4-Amino-phenol)-phenyl-acetonitrile (8 mg, 0.016 mmol) in DMF (0.5 ml) were heated at 110° C. for 3 hrs. The reaction mixture was purified by silica gel flash chromatography to isolate 3-cyano-4-[4-cyano-phenyl-methyl)phenylamino]-5-methyl-pyrrolo[1,2-b]pyridazine-6-carboxylic acid ethyl ester 368 as yellow film (4.3 mg, 52%). [M+H]+=436.1. Reactants: C(C=CC1=CC=CC=C1)=O (cinnamaldehyde), CC1=CC(SS1)=S (5-methyl-1,2-dithiol-3-thione). The product is C1(=CC=CC=C1)C=CC=CC1=CC(SS1)=S (5-(4-phenyl-1,3-butadienyl)-1,2-dithiol-3-thione). As a reaction SMILES: [CH:1](=O)[CH:2]=[CH:3][C:4]1[CH:9]=[CH:8][CH:7]=[CH:6][CH:5]=1.[CH3:11][C:12]1[S:16][S:15][C:14](=[S:17])[CH:13]=1>>[C:4]1([CH:3]=[CH:2][CH:1]=[CH:11][C:12]2[S:16][S:15][C:14](=[S:17])[CH:13]=2)[CH:9]=[CH:8][CH:7]=[CH:6][CH:5]=1. Procedure details: In the same manner as in Example 1, a corresponding cinnamaldehyde derivative (i.e., 4-chloro-cinnamaldehyde, 4-methoxy-cinnamaldehyde, 4-dimethylamino-cinnamaldehyde, p-methyl-cinnamaldehyde, o-chloro-cinnamaldehyde or m-methyl-cinnamaldehyde) was reacted with 5-methyl-1,2-dithiol-3-thione to prepare the following compounds. The reactants are COC1=CC=CC=2[C@H]3CCN([C@H]3CCC21)CCC(C)C (rac-cis-2,3,3a,4,5,9b-hexahydro-6-methoxy-3-(3-methyl-butyl)-1H-benzo[e]indole), C(=O)(O)[O-].[Na+] (NaHCO3), ice, [OH-].[Na+] (NaOH). Solvent: Br (HBr), CCCCCC (n-hexane). Product: CC(CCN1CC[C@@H]2C3=C(CC[C@H]12)C(=CC=C3)O)C (rac-cis-2,3,3a,4,5,9b-hexahydro-3-(3-methyl-butyl)-1H-benzo[e]indol-6-ol), oily material. Isolated yield 16.0%. Reaction SMILES: C[O:2][C:3]1[C:15]2[CH2:14][CH2:13][C@H:12]3[C@H:8]([CH2:9][CH2:10][N:11]3[CH2:16][CH2:17][CH:18]([CH3:20])[CH3:19])[C:7]=2[CH:6]=[CH:5][CH:4]=1.[OH-].[Na+].C([O-])(O)=O.[Na+]>Br.CCCCCC>[CH3:19][CH:18]([CH3:20])[CH2:17][CH2:16][N:11]1[C@@H:12]2[C@@H:8]([C:7]3[CH:6]=[CH:5][CH:4]=[C:3]([OH:2])[C:15]=3[CH2:14][CH2:13]2)[CH2:9][CH2:10]1 |f:1.2,3.4|. Procedure details: 3.19 g (0.01167 mol) of rac-cis-2,3,3a,4,5,9b-hexahydro-6-methoxy-3-(3-methyl-butyl)-1H-benzo[e]indole were dissolved in 0.13 l of 48% aqueous HBr and boiled under reflux for 5 hours. The mixture was poured into an ice-cold aqueous solution of 46.3 g (1.16 mol) of NaOH. Solid NaHCO3 was added thereto and the mixture was extracted three times with CH2Cl2. The organic phase was washed with saturated aqueous NaHCO3 and NaCl solutions, dried with Na2SO4, filtered and concentrated. The product obtain...